This data is from the Open Reaction Database (ORD), a public repository of structured organic reaction records. The task is: describe an organic reaction: reactants, conditions, products, and yield Starting materials: C1(=CCCCC1)C1=CC(=C(C(=O)O)C=C1)C (4-cyclohexenyl-2-methylbenzoic acid), [H][H] (hydrogen). Reagents/catalysts: [C].[Pd] (palladium-carbon). The solvent is C(C)O (ethanol), C(C)(=O)OCC (ethyl acetate). Yields the product C1(CCCCC1)C1=CC(=C(C(=O)O)C=C1)C (4-cyclohexyl-2-methylbenzoic acid). Isolated yield 86.2%. Reaction SMILES: [C:1]1([C:7]2[CH:15]=[CH:14][C:10]([C:11]([OH:13])=[O:12])=[C:9]([CH3:16])[CH:8]=2)[CH2:6][CH2:5][CH2:4][CH2:3][CH:2]=1.[H][H]>C(O)C.C(OCC)(=O)C.[C].[Pd]>[CH:1]1([C:7]2[CH:15]=[CH:14][C:10]([C:11]([OH:13])=[O:12])=[C:9]([CH3:16])[CH:8]=2)[CH2:2][CH2:3][CH2:4][CH2:5][CH2:6]1 |f:4.5|. Procedure: To a solution of 4-cyclohexenyl-2-methylbenzoic acid (2.61 g) in ethanol (30 ml) and ethyl acetate (30 ml) is added 5% palladium-carbon (0.4 g), and the mixture is stirred at room temperature under atmospheric pressure of hydrogen gas for 30 minutes. The palladium-carbon is removed by filtration through celite, and the filtrate is evaporated to remove the solvent. The precipitated crystals are collected by filtration, crystallized from acetone/n-hexane, and washed to give 4-cyclohexyl-2-methylbe... Starting materials: CC(C)=O, O=C(NCc1ccc(Cl)c(Cl)c1)Nc1nc(CCl)cs1, [I-], [Na+]. The product is O=C(NCc1ccc(Cl)c(Cl)c1)Nc1nc(CI)cs1. As a reaction SMILES: [CH3:23][C:24](=[O:25])[CH3:26].[Cl:1][c:2]1[cH:3][c:4]([CH2:5][NH:6][C:7](=[O:8])[NH:9][c:10]2[s:11][cH:12][c:13]([CH2:15][Cl:16])[n:14]2)[cH:17][cH:18][c:19]1[Cl:20].[I-:22].[Na+:21]>>[Cl:1][c:2]1[cH:3][c:4]([CH2:5][NH:6][C:7](=[O:8])[NH:9][c:10]2[s:11][cH:12][c:13]([CH2:15][I:22])[n:14]2)[cH:17][cH:18][c:19]1[Cl:20]. Starting materials: FC1=CC=C(C=C1)C=1C(=NC=NC1N1CCC(CC1)C=1N(C=C(N1)C1=CC(=C(C=C1)F)C(F)(F)F)C)N (5-(4-Fluoro-phenyl)-6-{4-[4-(4-fluoro-3-trifluoromethyl-phenyl)-1-methyl-1H-imidazol-2-yl]-piperidin-1-yl}-pyrimidin-4-ylamine), ClC=1C=C(C=CC1)B(O)O (3-chlorophenylboronic acid). Product: ClC=1C=C(C=CC1)C=1C(=NC=NC1N1CCC(CC1)C=1N(C=C(N1)C1=CC(=C(C=C1)F)C(F)(F)F)C)N (5-(3-Chloro-phenyl)-6-{4-[4-(4-fluoro-3-trifluoromethyl-phenyl)-1-methyl-1H-imidazol-2-yl]-piperidin-1-yl}-pyrimidin-4-ylamine). Reaction SMILES: F[C:2]1[CH:7]=[CH:6][C:5]([C:8]2[C:9]([NH2:37])=[N:10][CH:11]=[N:12][C:13]=2[N:14]2[CH2:19][CH2:18][CH:17]([C:20]3[N:21]([CH3:36])[CH:22]=[C:23]([C:25]4[CH:30]=[CH:29][C:28]([F:31])=[C:27]([C:32]([F:35])([F:34])[F:33])[CH:26]=4)[N:24]=3)[CH2:16][CH2:15]2)=[CH:4][CH:3]=1.[Cl:38]C1C=C(B(O)O)C=CC=1>>[Cl:38][C:3]1[CH:4]=[C:5]([C:8]2[C:9]([NH2:37])=[N:10][CH:11]=[N:12][C:13]=2[N:14]2[CH2:19][CH2:18][CH:17]([C:20]3[N:21]([CH3:36])[CH:22]=[C:23]([C:25]4[CH:30]=[CH:29][C:28]([F:31])=[C:27]([C:32]([F:35])([F:34])[F:33])[CH:26]=4)[N:24]=3)[CH2:16][CH2:15]2)[CH:6]=[CH:7][CH:2]=1. Procedure: The title compound was prepared in an analogous manner as 5-(4-Fluoro-phenyl)-6-{4-[4-(4-fluoro-3-trifluoromethyl-phenyl)-1-methyl-1H-imidazol-2-yl]-piperidin-1-yl}-pyrimidin-4-ylamine using 3-chlorophenylboronic acid instead of 4-fluorophenylboronic acid. LC-MS: (M+1=531, obsd.=531). Reactants: FC1=C(C=CC(=C1)F)C=1C=C(C(N(N1)CC(C)C)=O)COS(=O)(=O)C (6-(2,4-difluorophenyl)-2-isobutyl-4-methanesulfonyloxymethyl-2H-pyridazin-3-one), CN1CCNCC1 (1-methylpiperazine). The product is FC1=C(C=CC(=C1)F)C=1C=C(C(N(N1)CC(C)C)=O)CN1CCN(CC1)C (6-(2,4-difluorophenyl)-2-isobutyl-4-(4-methyl-1-piperazinyl)methyl-2H-pyridazin-3-one). The yield is 94.0%. As a reaction SMILES: [F:1][C:2]1[CH:7]=[C:6]([F:8])[CH:5]=[CH:4][C:3]=1[C:9]1[CH:10]=[C:11]([CH2:20]OS(C)(=O)=O)[C:12](=[O:19])[N:13]([CH2:15][CH:16]([CH3:18])[CH3:17])[N:14]=1.[CH3:26][N:27]1[CH2:32][CH2:31][NH:30][CH2:29][CH2:28]1>>[F:1][C:2]1[CH:7]=[C:6]([F:8])[CH:5]=[CH:4][C:3]=1[C:9]1[CH:10]=[C:11]([CH2:20][N:30]2[CH2:31][CH2:32][N:27]([CH3:26])[CH2:28][CH2:29]2)[C:12](=[O:19])[N:13]([CH2:15][CH:16]([CH3:18])[CH3:17])[N:14]=1. Reported procedure: Following the procedure of Example 1(10), 6-(2,4-difluorophenyl)-2-isobutyl-4-methanesulfonyloxymethyl-2H-pyridazin-3-one and 1-methylpiperazine were reacted to yield the title compound as a pale yellow oil (yield: 94.0%). The reactants are C(C1=CC=CC=C1)NC(NC=1SC=C(N1)C(=O)O)=O (2-(3-Benzyl-ureido)-thiazole-4-carboxylic acid), NC1=CC=C(C=C1)/C=C/C(=O)OCC (ethyl (E)-3-(4-amino-phenyl)-acrylate). Product: C(C1=CC=CC=C1)NC(NC=1SC=C(N1)C(=O)NC1=CC=C(C=C1)/C=C/C(=O)OCC)=O (ethyl (E)-3-[4-[[2-(3-benzyl-ureido)-thiazole-4-carbonyl]-amino]-phenyl]-acrylate). Reaction SMILES: [CH2:1]([NH:8][C:9](=[O:19])[NH:10][C:11]1[S:12][CH:13]=[C:14]([C:16]([OH:18])=O)[N:15]=1)[C:2]1[CH:7]=[CH:6][CH:5]=[CH:4][CH:3]=1.[NH2:20][C:21]1[CH:26]=[CH:25][C:24](/[CH:27]=[CH:28]/[C:29]([O:31][CH2:32][CH3:33])=[O:30])=[CH:23][CH:22]=1>>[CH2:1]([NH:8][C:9](=[O:19])[NH:10][C:11]1[S:12][CH:13]=[C:14]([C:16]([NH:20][C:21]2[CH:22]=[CH:23][C:24](/[CH:27]=[CH:28]/[C:29]([O:31][CH2:32][CH3:33])=[O:30])=[CH:25][CH:26]=2)=[O:18])[N:15]=1)[C:2]1[CH:3]=[CH:4][CH:5]=[CH:6][CH:7]=1. Procedure: 2-(3-Benzyl-ureido)-thiazole-4-carboxylic acid is coupled with ethyl (E)-3-(4-amino-phenyl)-acrylate in analogy to Example 11 After chromatography on silica gel with methylene chloride-ethanol 98:2 and crystallization from ether there is obtained ethyl (E)-3-[4-[[2-(3-benzyl-ureido)-thiazole-4-carbonyl]-amino]-phenyl]-acrylate, m.p. 207° C., MS: 451 (M+H)+. Reactants: C[Al](C)C (trimethylaluminium), CCCCCCC (heptane), IC=1C=C2C(C(=CNC2=CC1)C(=O)OCC)=O (ethyl 6-iodo-4-oxo-1,4-dihydroquinoline-3-carboxylate), NC(=O)C1=NC2=CC=CC=C2C=C1 (aminocarbonylquinoline), C(C)N(CCN)CC (N,N-diethylethylenediamine), IV. Run in ClCCl (dichloromethane), O (water). Conditions: time 10 minute. Product: C(C)N(CCNC(=O)C1=CNC2=CC=C(C=C2C1=O)I)CC (N-[2-(diethylamino)ethyl]-6-iodo-4-oxo-1,4-dihydroquinoline-3-carboxamide). Isolated yield 74.8%. RXN SMILES: C[Al](C)C.CCCCCCC.[CH2:12]([N:14]([CH2:18][CH3:19])[CH2:15][CH2:16][NH2:17])[CH3:13].[I:20][C:21]1[CH:22]=[C:23]2[C:28](=[CH:29][CH:30]=1)[NH:27][CH:26]=[C:25]([C:31](OCC)=[O:32])[C:24]2=[O:36].NC(C1C=CC2C(=CC=CC=2)N=1)=O>ClCCl.O>[CH2:12]([N:14]([CH2:18][CH3:19])[CH2:15][CH2:16][NH:17][C:31]([C:25]1[C:24](=[O:36])[C:23]2[C:28](=[CH:29][CH:30]=[C:21]([I:20])[CH:22]=2)[NH:27][CH:26]=1)=[O:32])[CH3:13]. Reported procedure: To a stirred solution of a 2.0 M trimethylaluminium solution in heptane (20.8 mL, 41.6 mmol) in anhydrous dichloromethane (350 mL) was added at 0° C., under argon, N,N-diethylethylenediamine (5.78 mL, 41.1 mmol) dropwise. After 10 min, ethyl 6-iodo-4-oxo-1,4-dihydroquinoline-3-carboxylate (93) (10.0 g, 31.4 mmol) (Edlin, C.; Eldred, C. D.; Lunniss, C. J.; Redgrave, A. J.; Robinson, J. E.; Woodrow, M. Preparation of aminocarbonylquinoline derivatives as phosphodiesterase type IV (PDE4) inhibitors... Run in CC(=O)C (acetone). Procedure: To a 0.1M solution of Compound 13 (1.0 eq) in acetone is added benzyl chloride (4.0 eq) and anhydrous K2CO3 (7.0 eq). The mixture is heated to reflux for 8 hours and filtered. The filtrate is concentrated in vacuo, and the residue is dissolved in EtOAc. The resulting solution is washed with 3% HCl, washed with brine, dried over anhydrous MgSO4, and concentrated in vacuo. The residue is recrystallized from MeOH to yield Compound 23. Reactants: solution, FC=1C(=C(C=O)C=C(C1O)F)O (3,5-difluoro-2,4-dihydroxybenzaldehyde), C(C1=CC=CC=C1)Cl (benzyl chloride), C(=O)([O-])[O-].[K+].[K+] (K2CO3). Yields the product FC=1C(=C(C=O)C=C(C1OCC1=CC=CC=C1)F)OCC1=CC=CC=C1 (3,5-difluoro-2,4-dibenzyloxybenzaldehyde). RXN SMILES: [F:1][C:2]1[C:3](O)=[C:4]([CH:7]=[C:8]([F:11])[C:9]=1[OH:10])[CH:5]=[O:6].[CH2:13](Cl)[C:14]1[CH:19]=[CH:18][CH:17]=[CH:16][CH:15]=1.[C:21]([O-:24])([O-])=O.[K+].[K+]>CC(C)=O>[F:1][C:2]1[C:3]([O:24][CH2:21][C:2]2[CH:3]=[CH:4][CH:7]=[CH:8][CH:9]=2)=[C:4]([CH:7]=[C:8]([F:11])[C:9]=1[O:10][CH2:13][C:14]1[CH:19]=[CH:18][CH:17]=[CH:16][CH:15]=1)[CH:5]=[O:6] |f:2.3.4|. Reactants: N1(C=NC2=C1C=CC=C2)CC2=C(C(=C1C(=N2)SC2=C1CCSC2)C2=CC=C(C=C2)OC)Cl (2-[(1H-benzimidazol-1-yl)methyl]-3-chloro-4-(4-methoxyphenyl)-5,8-dihydro-6H-thiopyrano-[4′,3′:4,5]thieno[2,3-b]pyridine), ClC1=CC(=CC=C1)C(=O)OO (m-chloroperbenzoic acid), O (water). Run in C(Cl)Cl (methylene chloride). Conditions: time 1 hour. The product is N1(C=NC2=C1C=CC=C2)CC2=C(C(=C1C(=N2)SC2=C1CCS(C2)=O)C2=CC=C(C=C2)OC)Cl (2-[(1H-benzimidazol-1-yl)methyl]-3-chloro-4-(4-methoxyphenyl)-7-oxido-5,8-dihydro-6H-thiopyrano[4′,3′:4,5]thieno[2,3-b]pyridine). Isolated yield 64.1%. Reaction SMILES: [N:1]1([CH2:10][C:11]2[N:16]=[C:15]3[S:17][C:18]4[CH2:23][S:22][CH2:21][CH2:20][C:19]=4[C:14]3=[C:13]([C:24]3[CH:29]=[CH:28][C:27]([O:30][CH3:31])=[CH:26][CH:25]=3)[C:12]=2[Cl:32])[C:5]2[CH:6]=[CH:7][CH:8]=[CH:9][C:4]=2[N:3]=[CH:2]1.ClC1C=CC=C(C(OO)=[O:41])C=1.O>C(Cl)Cl>[N:1]1([CH2:10][C:11]2[N:16]=[C:15]3[S:17][C:18]4[CH2:23][S:22](=[O:41])[CH2:21][CH2:20][C:19]=4[C:14]3=[C:13]([C:24]3[CH:25]=[CH:26][C:27]([O:30][CH3:31])=[CH:28][CH:29]=3)[C:12]=2[Cl:32])[C:5]2[CH:6]=[CH:7][CH:8]=[CH:9][C:4]=2[N:3]=[CH:2]1. Procedure details: To a solution of the compound obtained in Example 1 (800 mg) in methylene chloride (20 ml) was added m-chloroperbenzoic acid (70%, 400 mg) under ice cooling and then the resulting mixture was stirred at the same temperature for 1 hour. The reaction mixture was poured into water and extracted with methylene chloride. The methylene chloride layer was washed with a saturated aqueous solution of sodium hydrogen carbonate and water, dried (MgSO4), and then evaporated under reduced pressure to remove ... Reactants: O=C\1NC2=CC=CC=C2/C1=C\C=1C=C2C(=NNC2=CC1)NC(OC(C)(C)C)=O ((E)-tert-butyl 5-((2-oxoindolin-3-ylidene)methyl)-1H-indazol-3-ylcarbamate), C(=O)(C(F)(F)F)O (TFA). Solvent: C(Cl)Cl (CH2Cl2). Run at time 3 hour. Product: NC1=NNC2=CC=C(C=C12)C=C1C(NC2=CC=CC=C12)=O (3-((3-amino-1H-indazol-5-yl)methylene)indolin-2-one). Reaction SMILES: [O:1]=[C:2]1[NH:3][C:4]2[C:9](/[C:10]/1=[CH:11]\[C:12]1[CH:13]=[C:14]3[C:18](=[CH:19][CH:20]=1)[NH:17][N:16]=[C:15]3[NH:21]C(=O)OC(C)(C)C)=[CH:8][CH:7]=[CH:6][CH:5]=2.C(O)(C(F)(F)F)=O>C(Cl)Cl>[NH2:21][C:15]1[C:14]2[C:18](=[CH:19][CH:20]=[C:12]([CH:11]=[C:10]3[C:9]4[C:4](=[CH:5][CH:6]=[CH:7][CH:8]=4)[NH:3][C:2]3=[O:1])[CH:13]=2)[NH:17][N:16]=1. Procedure details: To a solution of (E)-tert-butyl 5-((2-oxoindolin-3-ylidene)methyl)-1H-indazol-3-ylcarbamate (14 mg, 0.04 mmol) in CH2Cl2 (1 mL) was added TFA (0.25 mL) and the reaction was stirred for 3 h. The solution was concentrated to dryness and purified by preparatory HPLC to give the title compound as a 3:2 mixture of E/Z isomers. ESI 277.0 [M+H]+, calcd for [C16H12N4O+H]+ 277.1.